Task: describe an organic reaction: reactants, conditions, products, and yield. Dataset: the Open Reaction Database (ORD), a public repository of structured organic reaction records Starting materials: ClC1=NC=2N(C(=C1C1=C(C=C(C=C1F)OCCCNC)F)N[C@H](C(F)(F)F)C)N=CN2 (5-chloro-6-{2,6-difluoro-4-[3-(methylamino)propoxy]phenyl}-N-[(1S)-2,2,2-trifluoro-1-methylethyl][1,2,4]triazolo[1,5-a]pyrimidin-7-amine), C(CCC(=O)O)(=O)O (succinic acid). The solvent is O (water). Reaction conditions: temperature 70 celsius, time 17.5 minute. Product: C(CCC(=O)O)(=O)O.ClC1=NC=2N(C(=C1C1=C(C=C(C=C1F)OCCCNC)F)N[C@H](C(F)(F)F)C)N=CN2 (5-Chloro-6-{2,6-difluoro-4-[3-(methylamino)propoxy]phenyl}-N-[(1S)-2,2,2-trifluoro-1-methylethyl][1,2,4]triazolo[1,5-a]pyrimidin-7-amine succinate salt). RXN SMILES: [Cl:1][C:2]1[C:7]([C:8]2[C:13]([F:14])=[CH:12][C:11]([O:15][CH2:16][CH2:17][CH2:18][NH:19][CH3:20])=[CH:10][C:9]=2[F:21])=[C:6]([NH:22][C@@H:23]([CH3:28])[C:24]([F:27])([F:26])[F:25])[N:5]2[N:29]=[CH:30][N:31]=[C:4]2[N:3]=1.[C:32]([OH:39])(=[O:38])[CH2:33][CH2:34][C:35]([OH:37])=[O:36]>O>[C:32]([OH:39])(=[O:38])[CH2:33][CH2:34][C:35]([OH:37])=[O:36].[Cl:1][C:2]1[C:7]([C:8]2[C:9]([F:21])=[CH:10][C:11]([O:15][CH2:16][CH2:17][CH2:18][NH:19][CH3:20])=[CH:12][C:13]=2[F:14])=[C:6]([NH:22][C@@H:23]([CH3:28])[C:24]([F:26])([F:27])[F:25])[N:5]2[N:29]=[CH:30][N:31]=[C:4]2[N:3]=1 |f:3.4|. Procedure details: A mixture of 5-chloro-6-{2,6-difluoro-4-[3-(methylamino)propoxy]phenyl}-N-[(1S)-2,2,2-trifluoro-1-methylethyl][1,2,4]triazolo[1,5-a]pyrimidin-7-amine (9.00 g, 19.4 mmol) and succinic acid (2.75 g, 23.3 mmol) in water (90 mL) is stirred for about 15-20 min and then heated to about 65-75° C. The solution is filtered and the filtrate is cooled to about 0-5° C. over about 1 h. The mixture is stirred for about 1 h and then filtered and the collected solid washed with cold water (2×9 mL) and cold isop... Starting materials: C(C)(C)(C)OC(NCCCN(S(=O)(=O)C)CC1=CC(=CC=C1)C1=NC(=NC=C1)Cl)=O ((3-{[3-(2-Chloro-pyrimidin-4-yl)-benzyl]-methanesulfonyl-amino}-propyl)-carbamic acid tert-butyl ester), NCCC1=C(C=CC=C1)O (2-(2-amino-ethyl)-phenol), 456. The product is NCCCN(S(=O)(=O)C)CC1=CC(=CC=C1)C1=NC(=NC=C1)NCCC1=C(C=CC=C1)O (N-(3-Amino-propyl)-N-(3-{2-[2-(2-hydroxy-phenyl)-ethylamino]-pyrimidin-4-yl}-benzyl)-methanesulfonamide). Reaction SMILES: C(OC(=O)[NH:7][CH2:8][CH2:9][CH2:10][N:11]([CH2:16][C:17]1[CH:22]=[CH:21][CH:20]=[C:19]([C:23]2[CH:28]=[CH:27][N:26]=[C:25](Cl)[N:24]=2)[CH:18]=1)[S:12]([CH3:15])(=[O:14])=[O:13])(C)(C)C.[NH2:31][CH2:32][CH2:33][C:34]1[CH:39]=[CH:38][CH:37]=[CH:36][C:35]=1[OH:40]>>[NH2:7][CH2:8][CH2:9][CH2:10][N:11]([CH2:16][C:17]1[CH:22]=[CH:21][CH:20]=[C:19]([C:23]2[CH:28]=[CH:27][N:26]=[C:25]([NH:31][CH2:32][CH2:33][C:34]3[CH:39]=[CH:38][CH:37]=[CH:36][C:35]=3[OH:40])[N:24]=2)[CH:18]=1)[S:12]([CH3:15])(=[O:13])=[O:14]. Reported procedure: Intermediate 4 was coupled with 2-(2-amino-ethyl)-phenol following procedure F and the resulting product deprotected following procedure G. LC-MS showed the product had the expected M+H+ of 456. 1H NMR (Varian 300 MHz, CD3OD, shifts relative to the solvent peak at 3.30 ppm) δ 8.3 (m, 3H) 7.8 (d, 1H) 7.6 (m, 1H) 7.5 (d, 1H) 7.1 (d, 1H) 7.0 (m, 1H) 6.7 (d, 2H) 4.5 (s, 2H) 3.9 (m, 2H) 3.4 (m, 2H) 3.0 (m, 5H) 2.8 (m, 2H) 1.8 (m, 2H). Reactants: N1CCCCC1 (piperidine), C(C#C)Br (propargyl bromide), NC1=NC=NN2C1=C(C=C2Br)C(=O)C=2C=C(C=CC2)NC(=O)NC2=C(C=C(C=C2)Cl)Cl (1-{3-[(4-amino-7-bromopyrrolo[2,1-f][1,2,4]triazin-5-yl)carbonyl]phenyl}-3-(2,4-dichlorophenyl)urea). The reagents and catalysts are [Cu]I (CuI), Cl[Pd]([P](C1=CC=CC=C1)(C2=CC=CC=C2)C3=CC=CC=C3)([P](C4=CC=CC=C4)(C5=CC=CC=C5)C6=CC=CC=C6)Cl (PdCl2(PPh3)2). Reaction conditions: temperature 80 celsius. Yields the product NC1=NC=NN2C1=C(C=C2C#CCN2CCCCC2)C(=O)C=2C=C(C=CC2)NC(=O)NC2=C(C=C(C=C2)Cl)Cl (1-[3-({4-amino-7-[3-(1-piperidinyl)-1-propyn-1-yl]pyrrolo[2,1-f][1,2,4]triazin-5-yl}carbonyl)phenyl]-3-(2,4-dichlorophenyl)urea). The yield is 62.0%. As a reaction SMILES: [NH:1]1[CH2:6][CH2:5][CH2:4][CH2:3][CH2:2]1.[CH2:7](Br)[C:8]#[CH:9].[NH2:11][C:12]1[C:17]2=[C:18]([C:22]([C:24]3[CH:25]=[C:26]([NH:30][C:31]([NH:33][C:34]4[CH:39]=[CH:38][C:37]([Cl:40])=[CH:36][C:35]=4[Cl:41])=[O:32])[CH:27]=[CH:28][CH:29]=3)=[O:23])[CH:19]=[C:20](Br)[N:16]2[N:15]=[CH:14][N:13]=1>[Cu]I.Cl[Pd](Cl)([P](C1C=CC=CC=1)(C1C=CC=CC=1)C1C=CC=CC=1)[P](C1C=CC=CC=1)(C1C=CC=CC=1)C1C=CC=CC=1>[NH2:11][C:12]1[C:17]2=[C:18]([C:22]([C:24]3[CH:25]=[C:26]([NH:30][C:31]([NH:33][C:34]4[CH:39]=[CH:38][C:37]([Cl:40])=[CH:36][C:35]=4[Cl:41])=[O:32])[CH:27]=[CH:28][CH:29]=3)=[O:23])[CH:19]=[C:20]([C:7]#[C:8][CH2:9][N:1]3[CH2:6][CH2:5][CH2:4][CH2:3][CH2:2]3)[N:16]2[N:15]=[CH:14][N:13]=1 |^1:46,65|. Procedure: A solution of piperidine (2 mL) and propargyl bromide (80 wt % in toluene, 0.02 mL, 0.19 mmol) was purged with argon for 10 minutes. The solution was treated with 95G (20 mg, 0.04 mmol), CuI (1 mg, 0.008 mmol) and PdCl2(PPh3)2 (3 mg, 0.004 mmol). The reaction mixture was heated to 80° C. for one hour and then concentrated. The residue was purified by flash chromatography (SiO2, 0% to 10% MeOH/CH2Cl2) to afford the desired compound (13 mg, 62%). HPLC tR=3.17 min (Chromolith SpeedROD 4.6×50 mm, 10...